Dataset: the Open Reaction Database (ORD), a public repository of structured organic reaction records. Task: describe an organic reaction: reactants, conditions, products, and yield The reactants are O=c1c(Cc2cccnc2)cn2c3ccc(Br)cc3sc3cc(O)cc1c32, ClCc1cccnc1, Cl. The product is O=c1c(Cc2cccnc2)cn2c3ccc(Br)cc3sc3cc(OCc4cccnc4)cc1c32. As a reaction SMILES: [Br:1][c:2]1[cH:3][cH:4][c:5]2[n:6]3[c:7]4[c:8]([cH:9][c:10]([OH:16])[cH:11][c:12]4[s:13][c:14]2[cH:15]1)[c:17](=[O:27])[c:18]([CH2:20][c:21]1[cH:22][n:23][cH:24][cH:25][cH:26]1)[cH:19]3.[Cl:29][CH2:30][c:31]1[cH:32][n:33][cH:34][cH:35][cH:36]1.[ClH:28]>>[Br:1][c:2]1[cH:3][cH:4][c:5]2[n:6]3[c:7]4[c:8]([cH:9][c:10]([O:16][CH2:30][c:31]5[cH:32][n:33][cH:34][cH:35][cH:36]5)[cH:11][c:12]4[s:13][c:14]2[cH:15]1)[c:17](=[O:27])[c:18]([CH2:20][c:21]1[cH:22][n:23][cH:24][cH:25][cH:26]1)[cH:19]3.